From a dataset of the Open Reaction Database (ORD), a public repository of structured organic reaction records. describe an organic reaction: reactants, conditions, products, and yield The reactants are ClC=1N=NC(=CC1N1CCNCC1)Cl (3,6-dichloro-4-piperazin-1-yl-pyridazine), CNC (dimethylamine). Run in CO (methanol). Reaction conditions: time 4 hour. Product: ClC1=CC(=C(N=N1)N(C)C)N1CCNCC1 ((6-chloro-4-piperazin-1-yl-pyridazin-3-yl)-dimethylamine). The yield is 113.2%. Reaction SMILES: Cl[C:2]1[N:3]=[N:4][C:5]([Cl:14])=[CH:6][C:7]=1[N:8]1[CH2:13][CH2:12][NH:11][CH2:10][CH2:9]1.[CH3:15][NH:16][CH3:17]>CO>[Cl:14][C:5]1[N:4]=[N:3][C:2]([N:16]([CH3:17])[CH3:15])=[C:7]([N:8]2[CH2:13][CH2:12][NH:11][CH2:10][CH2:9]2)[CH:6]=1. Procedure details: 23 g 3,6-dichloro-4-piperazin-1-yl-pyridazine and 45 g dimethylamine are suspended in 200 ml of methanol and the mixture is autoclaved for 4 hours at 100° C. The reaction mixture is evaporated to dryness and the product is extracted with chloroform and washed with sodium hydroxide solution. The hydrochloride is precipitated with an ethereal HCl solution. 27 g product are obtained. M.p.=291° C.